describe an organic reaction: reactants, conditions, products, and yield From a dataset of the Open Reaction Database (ORD), a public repository of structured organic reaction records. Isolated yield 70.8%. As a reaction SMILES: [CH3:1][C:2]1[O:3][C:4]([C:8]([OH:10])=O)=[C:5]([CH3:7])[N:6]=1.O1CCCC1.C(Cl)(=O)C(Cl)=O.[NH2:22][C:23]1[CH:24]=[C:25]([CH:42]=[CH:43][CH:44]=1)[O:26][C:27]1[CH:28]=[CH:29][C:30]2[N:31]([N:33]=[C:34]([NH:36][C:37]([CH:39]3[CH2:41][CH2:40]3)=[O:38])[N:35]=2)[CH:32]=1>CN(C)C=O.CN(C)C(=O)C>[CH:39]1([C:37]([NH:36][C:34]2[N:35]=[C:30]3[CH:29]=[CH:28][C:27]([O:26][C:25]4[CH:24]=[C:23]([NH:22][C:8]([C:4]5[O:3][C:2]([CH3:1])=[N:6][C:5]=5[CH3:7])=[O:10])[CH:44]=[CH:43][CH:42]=4)=[CH:32][N:31]3[N:33]=2)=[O:38])[CH2:40][CH2:41]1. The product is C1(CC1)C(=O)NC1=NN2C(C=CC(=C2)OC=2C=C(C=CC2)NC(=O)C2=C(N=C(O2)C)C)=N1 (N-[3-({2-[(cyclopropylcarbonyl)amino][1,2,4]triazolo[1,5-a]pyridin-6-yl}oxy)phenyl]-2,4-dimethyl-1,3-oxazole-5-carboxamide). The reagents and catalysts are CN(C=O)C (N,N-dimethylformamide). Reactants: CC=1OC(=C(N1)C)C(=O)O (2,4-dimethyl-1,3-oxazole-5-carboxylic acid), NC=1C=C(OC=2C=CC=3N(C2)N=C(N3)NC(=O)C3CC3)C=CC1 (N-[6-(3-aminophenoxy)[1,2,4]triazolo[1,5-a]pyridin-2-yl]cyclopropanecarboxamide), O1CCCC1 (tetrahydrofuran), C(C(=O)Cl)(=O)Cl (oxalyl chloride). Procedure details: In the same manner as in Example 18-4 and using 2,4-dimethyl-1,3-oxazole-5-carboxylic acid (127 mg, 0.904 mmol), tetrahydrofuran (8 mL), oxalyl chloride (118 μL, 1.36 mmol), N-[6-(3-aminophenoxy)[1,2,4]triazolo[1,5-a]pyridin-2-yl]cyclopropanecarboxamide (70.0 mg, 0.226 mmol), N,N-dimethylformamide (1 drop) and N,N-dimethylacetamide (3 mL) as starting materials, the title compound (69.2 mg, 71%) was obtained as a white solid. Solvent: CN(C(C)=O)C (N,N-dimethylacetamide). Starting materials: C[Mg]Br (Methylmagnesium bromide), FC1=C(C=CC=C1)C=1N=NN2C1N=C(C1=CC=CC=C21)N2CCC(CC2)=O (3-(2-fluorophenyl)-5-(4-oxopiperidin-1-yl)-[1,2,3]triazolo[1,5-α]quinazoline). Run in O1CCCC1 (tetrahydrofuran), O (water), C(CC(O)(C(=O)O)CC(=O)O)(=O)O (citric acid). Conditions: time 2 hour. Yields the product FC1=C(C=CC=C1)C=1N=NN2C1N=C(C1=CC=CC=C21)N2CCC(CC2)(C)O (3-(2-fluorophenyl)-5-(4-hydroxy-4-methylpiperidin-1-yl)-[1,2,3]triazolo[1,5-α]quinazoline). Isolated yield 46.8%. RXN SMILES: [CH3:1][Mg]Br.[F:4][C:5]1[CH:10]=[CH:9][CH:8]=[CH:7][C:6]=1[C:11]1[N:12]=[N:13][N:14]2[C:23]3[C:18](=[CH:19][CH:20]=[CH:21][CH:22]=3)[C:17]([N:24]3[CH2:29][CH2:28][C:27](=[O:30])[CH2:26][CH2:25]3)=[N:16][C:15]=12>O1CCCC1.O.C(O)(=O)CC(CC(O)=O)(C(O)=O)O>[F:4][C:5]1[CH:10]=[CH:9][CH:8]=[CH:7][C:6]=1[C:11]1[N:12]=[N:13][N:14]2[C:23]3[C:18](=[CH:19][CH:20]=[CH:21][CH:22]=3)[C:17]([N:24]3[CH2:25][CH2:26][C:27]([OH:30])([CH3:1])[CH2:28][CH2:29]3)=[N:16][C:15]=12. Procedure details: Methylmagnesium bromide (3M in diethyl ether, 0.24 ml, 0.72 mmol) was added to a stirred solution of 3-(2-fluorophenyl)-5-(4-oxopiperidin-1-yl)-[1,2,3]triazolo[1,5-α]quinazoline (Example 22) (0.107 g, 0.3 mmol) in dry tetrahydrofuran (2 ml) at room temperature under nitrogen. After stirring for 2 h, the mixture was diluted with water (20 ml) and 1M aqueous citric acid (5 ml). The mixture was extracted with dichloromethane (20 ml) and the organic extract was dried (Na2SO4), filtered and concentra... Reactants: NC=1C=C(C(=O)N(C)OC)C=CN1 (2-Amino-N-methoxy-N-methyl-isonicotinamide), CS(=O)(=O)Cl (methanesulfonyl chloride). Solvent: N1=CC=CC=C1 (pyridine). Run at temperature 40 celsius, time 5 hour. The product is CS(=O)(=O)NC=1C=C(C(=O)N(C)OC)C=CN1 (2-Methanesulfonylamino-N-methoxy-N-methyl-isonicotinamide). Reaction SMILES: [NH2:1][C:2]1[CH:3]=[C:4]([CH:11]=[CH:12][N:13]=1)[C:5]([N:7]([O:9][CH3:10])[CH3:8])=[O:6].[CH3:14][S:15](Cl)(=[O:17])=[O:16]>N1C=CC=CC=1>[CH3:14][S:15]([NH:1][C:2]1[CH:3]=[C:4]([CH:11]=[CH:12][N:13]=1)[C:5]([N:7]([O:9][CH3:10])[CH3:8])=[O:6])(=[O:17])=[O:16]. Reported procedure: 2-Amino-N-methoxy-N-methyl-isonicotinamide (575 mg, 3.16 mmol) was dissolved in pyridine (4 mL), followed by the addition of methanesulfonyl chloride (0.73 mL, 9.48 mmol). The reaction was subsequently warmed to 40° C. and stirred 5 h. The resultant mixture was quenched with 10% HCl, diluted with EtOAc, and the organic layer washed with 10% HCl and saturated sodium bicarbonate. The combined organics were dried with sodium sulfate, concentrated in vacuo, and purified via automated silica gel chro... The reactants are [Na+], O=C([O-])O, O, O=C(O)Cc1ccc(O)c([N+](=O)[O-])c1. Product: Nc1cc(CC(=O)O)ccc1O. As a reaction SMILES: [Na+:19].[O-:15][C:16]([OH:17])=[O:18].[OH2:20].[OH:1][c:2]1[c:3]([N+:12]([O-:13])=[O:14])[cH:4][c:5]([CH2:8][C:9](=[O:10])[OH:11])[cH:6][cH:7]1>>[OH:1][c:2]1[c:3]([NH2:12])[cH:4][c:5]([CH2:8][C:9](=[O:10])[OH:11])[cH:6][cH:7]1. The reactants are C(CC)(=O)OC(C)Cl (1-Chloroethyl propionate), C(C1=CC=CC=C1)(C1=CC=CC=C1)OC(=O)CON=C(C(=O)NC1[C@@H]2N(C(=CCS2)C(=O)O)C1=O)C=1N=CSC1 (7-[2-benzhydryloxycarbonylmethoxyimino-2-(4-thiazolyl)acetamido]-3-cephem-4-carboxylic acid), C([O-])([O-])=O.[K+].[K+] (potassium carbonate), C([O-])([O-])=O.[K+].[K+] (potassium carbonate), ice water, C(C)(=O)OCC (ethyl acetate), aqueous solution. Solvent: CS(=O)C (dimethyl sulfoxide). Reaction conditions: temperature 40 celsius, time 2 hour. Yields the product C(C1=CC=CC=C1)(C1=CC=CC=C1)OC(=O)CON=C(C(=O)NC1[C@@H]2N(C(=CCS2)C(=O)OC(C)OC(CC)=O)C1=O)C=1N=CSC1 (1-propionyloxyethyl 7-[2-benzhydryloxycarbonylmethoxyimino-2-(4-thiazolyl)acetamido]-3-cephem-4-carboxylate). Isolated yield 55.4%. Reaction SMILES: [C:1]([O:5][CH:6](Cl)[CH3:7])(=[O:4])[CH2:2][CH3:3].[CH:9]([O:22][C:23]([CH2:25][O:26][N:27]=[C:28]([C:44]1[N:45]=[CH:46][S:47][CH:48]=1)[C:29]([NH:31][CH:32]1[C:42](=[O:43])[N:34]2[C:35]([C:39]([OH:41])=[O:40])=[CH:36][CH2:37][S:38][C@H:33]12)=[O:30])=[O:24])([C:16]1[CH:21]=[CH:20][CH:19]=[CH:18][CH:17]=1)[C:10]1[CH:15]=[CH:14][CH:13]=[CH:12][CH:11]=1.C(=O)([O-])[O-].[K+].[K+].C(OCC)(=O)C>CS(C)=O>[CH:9]([O:22][C:23]([CH2:25][O:26][N:27]=[C:28]([C:44]1[N:45]=[CH:46][S:47][CH:48]=1)[C:29]([NH:31][CH:32]1[C:42](=[O:43])[N:34]2[C:35]([C:39]([O:41][CH:6]([O:5][C:1](=[O:4])[CH2:2][CH3:3])[CH3:7])=[O:40])=[CH:36][CH2:37][S:38][C@H:33]12)=[O:30])=[O:24])([C:10]1[CH:15]=[CH:14][CH:13]=[CH:12][CH:11]=1)[C:16]1[CH:17]=[CH:18][CH:19]=[CH:20][CH:21]=1 |f:2.3.4|. Procedure details: 1-Chloroethyl propionate (0.6 g) was added to the mixture of 7-[2-benzhydryloxycarbonylmethoxyimino-2-(4-thiazolyl)acetamido]-3-cephem-4-carboxylic acid (syn isomer) (2.0 g) in dimethyl sulfoxide (13 ml) and potassium carbonate (0.3 g) and the mixture was stirred for 2 hours at 40° C. The reaction mixture was added to the mixture of ice-water and ethyl acetate and the mixture was adjusted to pH 7.5 with 20% aqueous solution of potassium carbonate. The separated organic layer was washed with wate... Starting materials: FC1=CC=C(C=C1)[C@]1(CCN(C(O1)=O)[C@@H](C)C1=CC=C(C=C1)B1OC(C(O1)(C)C)(C)C)CCCO ((R)-6-(4-fluorophenyl)-6-(3-hydroxypropyl)-3-((S)-1-(4-(4,4,5,5-tetramethyl-1,3,2-dioxaborolan-2-yl)phenyl)ethyl)-1,3-oxazinan-2-one), ClC=1N=NC(=CC1)C (3-chloro-6-methylpyridazine). The product is FC1=CC=C(C=C1)[C@]1(CCN(C(O1)=O)[C@@H](C)C1=CC=C(C=C1)C=1N=NC(=CC1)C)CCCO ((R)-6-(4-fluorophenyl)-6-(3-hydroxypropyl)-3-((S)-1-(4-(6-methylpyridazin-3-yl)phenyl)ethyl)-1,3-oxazinan-2-one). RXN SMILES: [F:1][C:2]1[CH:7]=[CH:6][C:5]([C@:8]2([CH2:32][CH2:33][CH2:34][OH:35])[O:13][C:12](=[O:14])[N:11]([C@H:15]([C:17]3[CH:22]=[CH:21][C:20](B4OC(C)(C)C(C)(C)O4)=[CH:19][CH:18]=3)[CH3:16])[CH2:10][CH2:9]2)=[CH:4][CH:3]=1.Cl[C:37]1[N:38]=[N:39][C:40]([CH3:43])=[CH:41][CH:42]=1>>[F:1][C:2]1[CH:7]=[CH:6][C:5]([C@:8]2([CH2:32][CH2:33][CH2:34][OH:35])[O:13][C:12](=[O:14])[N:11]([C@H:15]([C:17]3[CH:22]=[CH:21][C:20]([C:37]4[N:38]=[N:39][C:40]([CH3:43])=[CH:41][CH:42]=4)=[CH:19][CH:18]=3)[CH3:16])[CH2:10][CH2:9]2)=[CH:4][CH:3]=1. Reported procedure: The title compound was prepared from (R)-6-(4-fluorophenyl)-6-(3-hydroxypropyl)-3-((S)-1-(4-(4,4,5,5-tetramethyl-1,3,2-dioxaborolan-2-yl)phenyl)ethyl)-1,3-oxazinan-2-one and 3-chloro-6-methylpyridazine following a procedure analogous to that described in Example 1 Step 2. LC-MS Method 2 tR=1.09, m/z=450; 1H NMR (CDCl3) 1.26-1.39 (m, 1H), 1.50 (d, 3H), 1.59-1.70 (m, 1H), 1.81-1.99 (m, 3H), 2.09-2.20 (m, 2H), 2.22-2.34 (m, 1H), 2.71 (s, 3H), 2.90 (m, 1H), 3.50 (t, 2H), 5.67 (m, 1H), 6.90-7.08 (m, ...